Dataset: the Open Reaction Database (ORD), a public repository of structured organic reaction records. Task: describe an organic reaction: reactants, conditions, products, and yield Reactants: CCC(O)CC, Cc1ccccc1, CCOC(C)=O, CCOC(=O)CCCOc1cnc(N(Cc2cc(C(F)(F)F)cc(C(F)(F)F)c2)Cc2cc(C(F)(F)F)ccc2O)nc1, CCOC(=O)N=NC(=O)OCC, C1CCOC1, O, c1ccc(P(c2ccccc2)c2ccccc2)cc1. Product: CCOC(=O)CCCOc1cnc(N(Cc2cc(C(F)(F)F)cc(C(F)(F)F)c2)Cc2cc(C(F)(F)F)ccc2OC(CC)CC)nc1. As a reaction SMILES: [CH3:44][CH2:45][CH:46]([CH2:47][CH3:48])[OH:49].[CH3:86][c:87]1[cH:88][cH:89][cH:90][cH:91][cH:92]1.[CH3:93][CH2:94][O:95][C:96](=[O:97])[CH3:98].[F:1][C:2]([c:3]1[cH:4][c:5]([CH2:6][N:7]([c:8]2[n:9][cH:10][c:11]([O:14][CH2:15][CH2:16][CH2:17][C:18](=[O:19])[O:20][CH2:21][CH3:22])[cH:12][n:13]2)[CH2:23][c:24]2[c:25]([OH:34])[cH:26][cH:27][c:28]([C:30]([F:31])([F:32])[F:33])[cH:29]2)[cH:35][c:36]([C:38]([F:39])([F:40])[F:41])[cH:37]1)([F:42])[F:43].[O:69]=[C:70]([O:71][CH2:72][CH3:73])[N:74]=[N:75][C:76]([O:77][CH2:78][CH3:79])=[O:80].[O:81]1[CH2:82][CH2:83][CH2:84][CH2:85]1.[OH2:99].[c:50]1([P:51]([c:52]2[cH:53][cH:54][cH:55][cH:56][cH:57]2)[c:58]2[cH:59][cH:60][cH:61][cH:62][cH:63]2)[cH:64][cH:65][cH:66][cH:67][cH:68]1>>[F:1][C:2]([c:3]1[cH:4][c:5]([CH2:6][N:7]([c:8]2[n:9][cH:10][c:11]([O:14][CH2:15][CH2:16][CH2:17][C:18](=[O:19])[O:20][CH2:21][CH3:22])[cH:12][n:13]2)[CH2:23][c:24]2[c:25]([O:34][CH:46]([CH2:45][CH3:44])[CH2:47][CH3:48])[cH:26][cH:27][c:28]([C:30]([F:31])([F:32])[F:33])[cH:29]2)[cH:35][c:36]([C:38]([F:39])([F:40])[F:41])[cH:37]1)([F:42])[F:43]. Reactants: C1(CC1)COC(NC=1C(=NOC1C1=CC=C(C=C1)Br)C)=O ([5-(4-bromo-phenyl)-3-methyl-isoxazol-4-yl]-carbamic acid cyclopropylmethyl ester), C(C)OC(=O)C1(CC1)C1=CC=C(C=C1)B1OC(C(O1)(C)C)(C)C (1-[4-(4,4,5,5-tetramethyl-[1,3,2]dioxaborolan-2-yl)-phenyl]-cyclopropanecarboxylic acid ethyl ester). The product is C(C)OC(=O)C1(CC1)C1=CC=C(C=C1)C1=CC=C(C=C1)C1=C(C(=NO1)C)NC(=O)OCC1CC1 (1-[4′-(4-Cyclopropylmethoxycarbonylamino-3-methyl-isoxazol-5-yl)-biphenyl-4-yl]-cyclopropanecarboxylic acid ethyl ester). As a reaction SMILES: [CH:1]1([CH2:4][O:5][C:6](=[O:21])[NH:7][C:8]2[C:9]([CH3:20])=[N:10][O:11][C:12]=2[C:13]2[CH:18]=[CH:17][C:16](Br)=[CH:15][CH:14]=2)[CH2:3][CH2:2]1.[CH2:22]([O:24][C:25]([C:27]1([C:30]2[CH:35]=[CH:34][C:33](B3OC(C)(C)C(C)(C)O3)=[CH:32][CH:31]=2)[CH2:29][CH2:28]1)=[O:26])[CH3:23]>>[CH2:22]([O:24][C:25]([C:27]1([C:30]2[CH:35]=[CH:34][C:33]([C:16]3[CH:17]=[CH:18][C:13]([C:12]4[O:11][N:10]=[C:9]([CH3:20])[C:8]=4[NH:7][C:6]([O:5][CH2:4][CH:1]4[CH2:3][CH2:2]4)=[O:21])=[CH:14][CH:15]=3)=[CH:32][CH:31]=2)[CH2:28][CH2:29]1)=[O:26])[CH3:23]. Reported procedure: Prepared according to the procedure described in Example 1, Step 6 using [5-(4-bromo-phenyl)-3-methyl-isoxazol-4-yl]-carbamic acid cyclopropylmethyl ester and 1-[4-(4,4,5,5-tetramethyl-[1,3,2]dioxaborolan-2-yl)-phenyl]-cyclopropanecarboxylic acid ethyl ester.